From a dataset of the Open Reaction Database (ORD), a public repository of structured organic reaction records. describe an organic reaction: reactants, conditions, products, and yield Starting materials: C1(CCCCCC1)C=1N=C(SC1)/C=C/C=1C=C(C=CC1)N ((E)-3-[2-[4-(cycloheptyl)-2-thiazolyl]ethenyl]benzeneamine), C1(CC=2C(C(=O)O1)=CC=CC2)=O (homophthalic anhydride), C1(=CC=CC=C1)C (toluene). The solvent is O1CCCC1 (tetrahydrofuran). The product is C1(CCCCCC1)C=1N=C(SC1)/C=C/C=1C=C(C=CC1)NC(CC1=C(C(=O)O)C=CC=C1)=O ((E)-2-[2-[3-[2-[4-(Cycloheptyl)-2-thiazolyl]ethenyl]phenylamino]-2-oxoethyl]benzoic acid). Reaction SMILES: [CH:1]1([C:8]2[N:9]=[C:10](/[CH:13]=[CH:14]/[C:15]3[CH:16]=[C:17]([NH2:21])[CH:18]=[CH:19][CH:20]=3)[S:11][CH:12]=2)[CH2:7][CH2:6][CH2:5][CH2:4][CH2:3][CH2:2]1.[C:22]1(=[O:33])[O:28][C:26](=[O:27])[C:25]2=[CH:29][CH:30]=[CH:31][CH:32]=[C:24]2[CH2:23]1.C1(C)C=CC=CC=1>O1CCCC1>[CH:1]1([C:8]2[N:9]=[C:10](/[CH:13]=[CH:14]/[C:15]3[CH:16]=[C:17]([NH:21][C:22](=[O:33])[CH2:23][C:24]4[CH:32]=[CH:31][CH:30]=[CH:29][C:25]=4[C:26]([OH:28])=[O:27])[CH:18]=[CH:19][CH:20]=3)[S:11][CH:12]=2)[CH2:7][CH2:6][CH2:5][CH2:4][CH2:3][CH2:2]1. Reported procedure: A solution of 2.1 g of (E)-3-[2-[4-(cycloheptyl)-2-thiazolyl]ethenyl]benzeneamine, 1.25 g of homophthalic anhydride and 30 ml of toluene was heated to reflux for 0.5 hr. Cooling and filtration yielded 2.31 g of (E)-2-[2-[3-[2-[4-(cycloheptyl)-2-thiazolyl]ethenyl]phenyl=amino]-2-oxoethyl]benzoic acid; m.p. 189°-190° C. from tetrahydrofuran. The reactants are Cc1cc(C)cc(-c2c(OCCC3CCCCN3C(=O)OC(C)(C)C)c3cc(-c4ccccn4)c(Cl)cc3[nH]c2=O)c1, ClCCl, COc1ccccc1, O=C(O)C(F)(F)F. Product: Cc1cc(C)cc(-c2c(OCCC3CCCCN3)c3cc(-c4ccccn4)c(Cl)cc3[nH]c2=O)c1. Reaction SMILES: [C:1]([O:2][C:3](=[O:4])[N:8]1[CH:9]([CH2:14][CH2:15][O:16][c:17]2[c:18](-[c:35]3[cH:36][c:37]([CH3:42])[cH:38][c:39]([CH3:41])[cH:40]3)[c:19](=[O:34])[nH:20][c:21]3[cH:22][c:23]([Cl:33])[c:24](-[c:27]4[n:28][cH:29][cH:30][cH:31][cH:32]4)[cH:25][c:26]23)[CH2:10][CH2:11][CH2:12][CH2:13]1)([CH3:5])([CH3:6])[CH3:7].[CH2:58]([Cl:59])[Cl:60].[CH3:43][O:44][c:45]1[cH:46][cH:47][cH:48][cH:49][cH:50]1.[OH:51][C:52]([C:53]([F:54])([F:55])[F:56])=[O:57]>>[NH:8]1[CH:9]([CH2:14][CH2:15][O:16][c:17]2[c:18](-[c:35]3[cH:36][c:37]([CH3:42])[cH:38][c:39]([CH3:41])[cH:40]3)[c:19](=[O:34])[nH:20][c:21]3[cH:22][c:23]([Cl:33])[c:24](-[c:27]4[n:28][cH:29][cH:30][cH:31][cH:32]4)[cH:25][c:26]23)[CH2:10][CH2:11][CH2:12][CH2:13]1.